Dataset: the Open Reaction Database (ORD), a public repository of structured organic reaction records. Task: describe an organic reaction: reactants, conditions, products, and yield Starting materials: COC(=O)C1=C2C(OC1=O)=CC=CC(=C2)C(C)C (3-methoxycarbonyl-5-isopropyl-2H-cyclohepta[b]furan-2-one), C(C)NCC (diethylamine). Procedure: To a diethylamine (120 ml) suspension of 3-methoxycarbonyl-5-isopropyl-2H-cyclohepta[b]furan-2-one (16) (5.0 g) acetaldehyde (5.7 ml) was added. RXN SMILES: [CH3:1][O:2][C:3]([C:5]1[C:9](=O)O[C:7]2=[CH:11][CH:12]=[CH:13][C:14]([CH:16]([CH3:18])[CH3:17])=[CH:15][C:6]=12)=[O:4].[CH2:19](NCC)C>>[CH3:1][O:2][C:3]([C:5]1[C:6]2[C:7]([CH:11]=[CH:12][CH:13]=[C:14]([CH:16]([CH3:18])[CH3:17])[CH:15]=2)=[CH:19][CH:9]=1)=[O:4]. Yields the product COC(=O)C1=CC=C2C=CC=C(C=C12)C(C)C (1-methoxycarbonyl-7-isopropylazulene). Reactants: CCN=C=NCCCN(C)C, CCOC(C)=O, Cl, NCCc1ccccn1, CN(C)C=O, On1nnc2ccccc21, O=C(O)c1cccc(CC2CCCC=C2c2nc(-c3ccccc3)c(-c3ccccc3)o2)c1. Product: O=C(NCCc1ccccn1)c1cccc(CC2CCCC=C2c2nc(-c3ccccc3)c(-c3ccccc3)o2)c1. As a reaction SMILES: [CH2:54]([N:55]=[C:56]=[N:57][CH2:58][CH2:59][CH2:60][N:61]([CH3:62])[CH3:63])[CH3:64].[CH3:70][CH2:71][O:72][C:73]([CH3:74])=[O:75].[ClH:53].[NH2:34][CH2:35][CH2:36][c:37]1[n:38][cH:39][cH:40][cH:41][cH:42]1.[O:65]=[CH:66][N:67]([CH3:68])[CH3:69].[OH:43][n:44]1[c:45]2[cH:46][cH:47][cH:48][cH:49][c:50]2[n:51][n:52]1.[c:1]1(-[c:7]2[n:8][c:9]([C:18]3=[CH:23][CH2:22][CH2:21][CH2:20][CH:19]3[CH2:24][c:25]3[cH:26][c:27]([C:28](=[O:29])[OH:30])[cH:31][cH:32][cH:33]3)[o:10][c:11]2-[c:12]2[cH:13][cH:14][cH:15][cH:16][cH:17]2)[cH:2][cH:3][cH:4][cH:5][cH:6]1>>[c:1]1(-[c:7]2[n:8][c:9]([C:18]3=[CH:23][CH2:22][CH2:21][CH2:20][CH:19]3[CH2:24][c:25]3[cH:26][c:27]([C:28](=[O:29])[NH:34][CH2:35][CH2:36][c:37]4[n:38][cH:39][cH:40][cH:41][cH:42]4)[cH:31][cH:32][cH:33]3)[o:10][c:11]2-[c:12]2[cH:13][cH:14][cH:15][cH:16][cH:17]2)[cH:2][cH:3][cH:4][cH:5][cH:6]1. Starting materials: O=C([O-])O, CCCCN, S=C(Cl)Cl, ClC(Cl)Cl, N#Cc1cccc(N)c1, [Na+]. The product is CCCCNC(=S)Nc1cccc(C#N)c1. Reaction SMILES: [C:10](=[O:11])([OH:12])[O-:13].[CH2:19]([CH2:20][CH2:21][CH3:22])[NH2:23].[Cl:15][C:16]([Cl:17])=[S:18].[Cl:24][CH:25]([Cl:26])[Cl:27].[NH2:1][c:2]1[cH:3][c:4]([C:5]#[N:6])[cH:7][cH:8][cH:9]1.[Na+:14]>>[NH:1]([c:2]1[cH:3][c:4]([C:5]#[N:6])[cH:7][cH:8][cH:9]1)[C:16](=[S:18])[NH:23][CH2:19][CH2:20][CH2:21][CH3:22].